From a dataset of the Open Reaction Database (ORD), a public repository of structured organic reaction records. describe an organic reaction: reactants, conditions, products, and yield The reactants are CCOC(=O)N1c2ccc(C(F)(F)F)cc2C(Nc2ncc(Br)c(Cc3cc(C(F)(F)F)cc(C(F)(F)F)c3)n2)CC1CC, C1COCCO1, CNCCNC, CCOC(C)=O, [Cu]I, [I-], [Na+], O. Yields the product CCOC(=O)N1c2ccc(C(F)(F)F)cc2C(Nc2ncc(I)c(Cc3cc(C(F)(F)F)cc(C(F)(F)F)c3)n2)CC1CC. Reaction SMILES: [CH2:1]([CH3:2])[O:3][C:4](=[O:5])[N:6]1[CH:7]([CH2:43][CH3:44])[CH2:8][CH:9]([NH:20][c:21]2[n:22][cH:23][c:24]([Br:42])[c:25]([CH2:27][c:28]3[cH:29][c:30]([C:38]([F:39])([F:40])[F:41])[cH:31][c:32]([C:34]([F:35])([F:36])[F:37])[cH:33]3)[n:26]2)[c:10]2[cH:11][c:12]([C:16]([F:17])([F:18])[F:19])[cH:13][cH:14][c:15]21.[CH2:54]1[O:55][CH2:56][CH2:57][O:58][CH2:59]1.[CH3:47][NH:48][CH2:49][CH2:50][NH:51][CH3:52].[CH3:62][CH2:63][O:64][C:65](=[O:66])[CH3:67].[Cu:60][I:61].[I-:46].[Na+:45].[OH2:53]>>[CH2:1]([CH3:2])[O:3][C:4](=[O:5])[N:6]1[CH:7]([CH2:43][CH3:44])[CH2:8][CH:9]([NH:20][c:21]2[n:22][cH:23][c:24]([I:46])[c:25]([CH2:27][c:28]3[cH:29][c:30]([C:38]([F:39])([F:40])[F:41])[cH:31][c:32]([C:34]([F:35])([F:36])[F:37])[cH:33]3)[n:26]2)[c:10]2[cH:11][c:12]([C:16]([F:17])([F:18])[F:19])[cH:13][cH:14][c:15]21. As a reaction SMILES: [C:1]([C:5]1[N:6]=[C:7]([N:16]2[CH2:20][CH2:19][C:18]([F:22])([F:21])[CH2:17]2)[C:8]2[C:9](=[N:11][N:12]([CH2:14][CH3:15])[N:13]=2)[N:10]=1)([CH3:4])([CH3:3])[CH3:2].C(C1N=C(N2CCC(F)(F)C2)C2N=NNC=2N=1)(C)(C)C.BrCC1[CH:50]=[CH:49][CH:48]=[C:47]([F:51])[C:46]=1[Cl:52]>>[C:1]([C:5]1[N:6]=[C:7]([N:16]2[CH2:20][CH2:19][C:18]([F:21])([F:22])[CH2:17]2)[C:8]2[C:9](=[N:11][N:12]([CH2:14][C:15]3[CH:50]=[CH:49][CH:48]=[C:47]([F:51])[C:46]=3[Cl:52])[N:13]=2)[N:10]=1)([CH3:2])([CH3:3])[CH3:4]. The yield is 28.0%. Product: C(C)(C)(C)C=1N=C(C=2C(N1)=NN(N2)CC2=C(C(=CC=C2)F)Cl)N2CC(CC2)(F)F (5-tert-Butyl-2-(2-chloro-3-fluoro-benzyl)-7-(3,3-difluoro-pyrrolidin-1-yl)-2H-[1,2,3]triazolo[4,5-d]pyrimidine), gums. Reactants: C(C)(C)(C)C=1N=C(C=2C(N1)=NN(N2)CC)N2CC(CC2)(F)F (5-tert-Butyl-7-(3,3-difluoro-pyrrolidin-1-yl)-2-ethyl-2H-[1,2,3]triazolo[4,5-d]pyrimidine), C(C)(C)(C)C=1N=C(C2=C(N1)NN=N2)N2CC(CC2)(F)F (5-tert-butyl-7-(3,3-difluoropyrrolidin-1-yl)-3H-[1,2,3]triazolo[4,5-d]pyrimidine), BrCC1=C(C(=CC=C1)F)Cl (1-(bromomethyl)-2-chloro-3-fluorobenzene). Reported procedure: In analogy to the procedure described for the synthesis of 5-tert-butyl-7-(3,3-difluoro-pyrrolidin-1-yl)-2-ethyl-2H-[1,2,3]triazolo[4,5-d]pyrimidine (example 3, step b), the title compound was prepared from 5-tert-butyl-7-(3,3-difluoropyrrolidin-1-yl)-3H-[1,2,3]triazolo[4,5-d]pyrimidine and 1-(bromomethyl)-2-chloro-3-fluorobenzene and isolated as light-yellow gums (4.9 mg, 28%). MS (m/e): 425.3 (MH+). Starting materials: O=C(n1ccnc1)n1ccnc1, CC(C)c1cc2c(=O)n3cc(C(=O)O)ccc3nc2s1, CN(C)C=O, Nc1nnn[nH]1, O. Product: CC(C)c1cc2c(=O)n3cc(C(=O)Nc4nnn[nH]4)ccc3nc2s1. Reaction SMILES: [C:21]([n:22]1[cH:23][cH:24][n:25][cH:26]1)([n:27]1[cH:28][cH:29][n:30][cH:31]1)=[O:32].[CH3:1][CH:2]([CH3:3])[c:4]1[cH:5][c:6]2[c:7]([n:8][c:9]3[n:10]([c:11]2=[O:12])[cH:13][c:14]([C:17](=[O:18])[OH:19])[cH:15][cH:16]3)[s:20]1.[CH3:40][N:41]([CH3:42])[CH:43]=[O:44].[NH2:34][c:35]1[n:36][n:37][n:38][nH:39]1.[OH2:33]>>[CH3:1][CH:2]([CH3:3])[c:4]1[cH:5][c:6]2[c:7]([n:8][c:9]3[n:10]([c:11]2=[O:12])[cH:13][c:14]([C:17](=[O:18])[NH:34][c:35]2[n:36][n:37][n:38][nH:39]2)[cH:15][cH:16]3)[s:20]1. The reactants are CC(C)N(C(=O)OC(C)(C)C)C1CCN(Cc2ccccc2)CC1, CCO. The product is CC(C)N(C(=O)OC(C)(C)C)C1CCNCC1. Reaction SMILES: [CH2:1]([c:2]1[cH:3][cH:4][cH:5][cH:6][cH:7]1)[N:8]1[CH2:9][CH2:10][CH:11]([N:14]([CH:15]([CH3:16])[CH3:17])[C:18](=[O:19])[O:20][C:21]([CH3:22])([CH3:23])[CH3:24])[CH2:12][CH2:13]1.[CH3:25][CH2:26][OH:27]>>[NH:8]1[CH2:9][CH2:10][CH:11]([N:14]([CH:15]([CH3:16])[CH3:17])[C:18](=[O:19])[O:20][C:21]([CH3:22])([CH3:23])[CH3:24])[CH2:12][CH2:13]1. Starting materials: ClC=1C=C(N)C=C(C1)Cl (3,5-dichloroaniline), ClC(C(=O)O)C (2-chloropropionic acid). Yields the product ClC=1C=C(C=C(C1)Cl)NC(C)C(=O)O (N-(3,5-dichlorophenyl)-D,L-alanine). RXN SMILES: [Cl:1][C:2]1[CH:3]=[C:4]([CH:6]=[C:7]([Cl:9])[CH:8]=1)[NH2:5].Cl[CH:11]([CH3:15])[C:12]([OH:14])=[O:13]>>[Cl:1][C:2]1[CH:3]=[C:4]([NH:5][CH:11]([C:12]([OH:14])=[O:13])[CH3:15])[CH:6]=[C:7]([Cl:9])[CH:8]=1. Reported procedure: Using the procedure set forth in U.S. Pat. No. 3,598,859 (or Example A above), N-(3,5-dichlorophenyl)-D,L-alanine was prepared using 3,5-dichloroaniline (Aldrich) and 2-chloropropionic acid (Aldrich). The reactants are O1C=CC=C1 (furan), C(CCC)[Li] (n-butyllithium), COCCOCCl (2-methoxy-ethoxymethylchloride). Solvent: C1CCOC1 (THF), C1CCOC1 (THF). Reaction conditions: temperature -78 celsius, time 3 hour. Product: COCCOC1=C(OC=C1)C (2-methoxyethoxy-methylfuran). The yield is 63.2%. RXN SMILES: [O:1]1[CH:5]=[CH:4][CH:3]=[CH:2]1.C([Li])CCC.[CH3:11][O:12][CH2:13][CH2:14][O:15][CH2:16]Cl>C1COCC1>[CH3:11][O:12][CH2:13][CH2:14][O:15][C:16]1[CH:3]=[CH:2][O:1][C:5]=1[CH3:4]. Procedure details: To a solution of furan (10.7 mL, 0.147 mol) in 100 mL of THF at 0° C. was added n-butyllithium (65 mL, 0.149 mol). The reaction was stirred 3 h and was cooled to -78° C. To the reaction flask was then slowly added 2-methoxy-ethoxymethylchloride (16.8 mL, 0.147 mol) in 100 mL THF. The solution was warmed to -20° C. and allowed to stir until the solution was clear. It was then quenched with saturated ammonium chloride solution (50mL) and the aqueous layer was washed with ethyl acetate (3×, 50 mL)....